This data is from the Open Reaction Database (ORD), a public repository of structured organic reaction records. The task is: describe an organic reaction: reactants, conditions, products, and yield Starting materials: [H-].[Na+] (Sodium hydride), ClCC(=O)NC1=C(C=CC(=C1)O)O (2-Chloro-N-(2,5-dihydroxy-phenyl)-acetamide), Cl (HCl). Run in C1CCOC1 (THF). Conditions: time 12 hour. The product is OC=1C=CC2=C(NC(CO2)=O)C1 (6-Hydroxy-4H-benzo[1,4]oxazin-3-one). Reaction SMILES: [H-].[Na+].Cl[CH2:4][C:5]([NH:7][C:8]1[CH:13]=[C:12]([OH:14])[CH:11]=[CH:10][C:9]=1[OH:15])=[O:6].Cl>C1COCC1>[OH:14][C:12]1[CH:11]=[CH:10][C:9]2[O:15][CH2:4][C:5](=[O:6])[NH:7][C:8]=2[CH:13]=1 |f:0.1|. Procedure details: Sodium hydride (60%) (1.6 g, 39.68 mmol) was added to a THF solution of compound 47 (2.5 g, 12.4 mmol) at 0° C. The reaction mixture was warmed to room temperature and left for 12 h. Excess sodium hydride was destroyed by careful addition of ice-water. The crude reaction mixture was acidified by the addition 1M HCl. The reaction mixture was extracted in EtOAc (6×50 ml). Solvent was evaporated to yield a brownish solid which was used for the next step without further purification. Yield=1.61 g. (... The reactants are C1(=CC=CC=C1)P(C1=CC=CC=C1)(C1=CC=CC=C1)=NC1=C(C=NC=C1)/C=C/C(=O)OC (Methyl (2E)-3-{4-[(triphenylphosphoranylidene)amino]pyridin-3-yl}acrylate), FC(C=1C=C(C=CC1)N=C=O)(F)F (3-trifluoromethylphenyl isocyanate), crude product. Yields the product FC(C=1C=C(C=CC1)N=C=NC1=C(C=NC=C1)/C=C/C(=O)OC)(F)F (Methyl (2E)-3-{4-[({[3-(trifluoromethyl)phenyl]imino}methylene)amino]pyridin-3-yl}acrylate). Reaction SMILES: C1(P(=[N:20][C:21]2[CH:26]=[CH:25][N:24]=[CH:23][C:22]=2/[CH:27]=[CH:28]/[C:29]([O:31][CH3:32])=[O:30])(C2C=CC=CC=2)C2C=CC=CC=2)C=CC=CC=1.[F:33][C:34]([F:45])([F:44])[C:35]1[CH:36]=[C:37]([N:41]=[C:42]=O)[CH:38]=[CH:39][CH:40]=1>>[F:33][C:34]([F:44])([F:45])[C:35]1[CH:36]=[C:37]([N:41]=[C:42]=[N:20][C:21]2[CH:26]=[CH:25][N:24]=[CH:23][C:22]=2/[CH:27]=[CH:28]/[C:29]([O:31][CH3:32])=[O:30])[CH:38]=[CH:39][CH:40]=1. Procedure: 300 mg (0.34 mmol) of iminophosphorane from Example 12A are reacted by general procedure [B] with 70 mg (0.38 mmol) of 3-trifluoromethylphenyl isocyanate, and the crude product is reacted further without purification. Starting materials: ClC=1C=C2C(=C(N(C2=CC1)S(=O)(=O)C1=CC=CC=C1)C(=O)OCC)S(=O)(=O)O (5-chloro-2-(ethoxycarbonyl)-1-(phenylsulfonyl)-1H-indole-3-sulfonic acid), C(C(=O)Cl)(=O)Cl (oxalyl chloride), C(C(=O)Cl)(=O)Cl (oxalyl chloride), CN(C=O)C (Dimethylformamide). Run in ClCCl (dichloromethane). Reaction conditions: time 24 hour. The product is ClC=1C=C2C(=C(N(C2=CC1)S(=O)(=O)C1=CC=CC=C1)C(=O)OCC)S(=O)(=O)Cl (Ethyl 5-chloro-3-(chlorosulfonyl)-1-(phenylsulfonyl)-1H-indole-2-carboxylate). RXN SMILES: [Cl:1][C:2]1[CH:3]=[C:4]2[C:8](=[CH:9][CH:10]=1)[N:7]([S:11]([C:14]1[CH:19]=[CH:18][CH:17]=[CH:16][CH:15]=1)(=[O:13])=[O:12])[C:6]([C:20]([O:22][CH2:23][CH3:24])=[O:21])=[C:5]2[S:25]([OH:28])(=O)=[O:26].C(Cl)(=O)C([Cl:32])=O.CN(C)C=O>ClCCl>[Cl:1][C:2]1[CH:3]=[C:4]2[C:8](=[CH:9][CH:10]=1)[N:7]([S:11]([C:14]1[CH:19]=[CH:18][CH:17]=[CH:16][CH:15]=1)(=[O:13])=[O:12])[C:6]([C:20]([O:22][CH2:23][CH3:24])=[O:21])=[C:5]2[S:25]([Cl:32])(=[O:28])=[O:26]. Procedure details: To a solution of the 5-chloro-2-(ethoxycarbonyl)-1-(phenylsulfonyl)-1H-indole-3-sulfonic acid (9.52 g, 21.4 mmol) in 100 mL of dichloromethane at 0° C. was added oxalyl chloride (5.61 mL, 64.3 mmol). Dimethylformamide (0.2 mL) was added, and the reaction was allowed to warm to room temperature. After 24 hours, another portion of oxalyl chloride (3.0 mL) was added, and the reaction was stirred for an additional 16 hours. The mixture was concentrated in vacuo to provide a yellow foam. Proton NMR f... Product: CN1C(N(C(C=C1N1CCN(CC1)CCOC(C1=CC=C(C=C1)[N+](=O)[O-])=O)=O)C)=O (1,3-dimethyl-6-{4-[2-(4-nitrobenzoyloxy)ethyl]piperazin-1-yl}-2,4(1H,3H)-pyrimidinedione). As a reaction SMILES: O1CCCC1.[N+:6]([C:9]1[CH:17]=[CH:16][C:12]([C:13](Cl)=[O:14])=[CH:11][CH:10]=1)([O-:8])=[O:7].[CH3:18][N:19]1[C:24]([N:25]2[CH2:30][CH2:29][N:28]([CH2:31][CH2:32][OH:33])[CH2:27][CH2:26]2)=[CH:23][C:22](=[O:34])[N:21]([CH3:35])[C:20]1=[O:36]>C(N(CC)CC)C>[CH3:18][N:19]1[C:24]([N:25]2[CH2:30][CH2:29][N:28]([CH2:31][CH2:32][O:33][C:13](=[O:14])[C:12]3[CH:11]=[CH:10][C:9]([N+:6]([O-:8])=[O:7])=[CH:17][CH:16]=3)[CH2:27][CH2:26]2)=[CH:23][C:22](=[O:34])[N:21]([CH3:35])[C:20]1=[O:36]. Reactants: O1CCCC1 (tetrahydrofuran), [N+](=O)([O-])C1=CC=C(C(=O)Cl)C=C1 (4-nitrobenzoyl chloride), CN1C(N(C(C=C1N1CCN(CC1)CCO)=O)C)=O (1,3-dimethyl-6-[4-(2-hydroxyethyl)piperazin-1-yl]-2,4(1H,3H)-pyrimidinedione), CN1C(N(C(C=C1N1CCN(CC1)CCO)=O)C)=O (1,3-dimethyl-6-[4-(2-hydroxyethyl)piperazin-1-yl]-2,4(1H,3H)-pyrimidinedione). The solvent is C(C)N(CC)CC (triethylamine). Procedure: To 5 ml of tetrahydrofuran were added 0.5 g of 4-nitrobenzoyl chloride, 0.47 g of 1,3-dimethyl-6-[4-(2-hydroxyethyl)piperazin-1-yl]-2,4(1H,3H)-pyrimidinedione (compound 41) and 1.5 ml of triethylamine, and the resulting mixture was stirred at room temperature overnight. Afterward, the used solvent was distilled off under reduced pressure, and the residue was then dissolved in chloroform. The resulting chloroform solution was washed with water, then dried over anhydrous sodium sulfate, and concen... Conditions: time 8 hour. Reactants: BrBr, CC(=O)O, CC(=O)O, Cc1cccc(OCc2ccccc2)c1N, CO. Yields the product Cc1cc(Br)cc(OCc2ccccc2)c1N. Reaction SMILES: [Br:17][Br:18].[C:21]([OH:22])(=[O:23])[CH3:24].[C:25]([OH:26])(=[O:27])[CH3:28].[CH2:1]([c:2]1[cH:3][cH:4][cH:5][cH:6][cH:7]1)[O:8][c:9]1[c:10]([NH2:16])[c:11]([CH3:15])[cH:12][cH:13][cH:14]1.[CH3:19][OH:20]>>[CH2:1]([c:2]1[cH:3][cH:4][cH:5][cH:6][cH:7]1)[O:8][c:9]1[c:10]([NH2:16])[c:11]([CH3:15])[cH:12][c:13]([Br:17])[cH:14]1. Reactants: S(=O)(Cl)Cl (thionyl chloride), N (ammonia), C(C)(=O)C1=CC=C(S1)C(=O)O (5-acetylthiophene-2-carboxylic acid), S(=O)(Cl)Cl (thionyl chloride). The solvent is C1=CC=CC=C1 (benzene), O1CCCC1 (tetrahydrofuran). Run at time 1.5 hour. Yields the product C(C)(=O)C1=CC=C(S1)C(=O)N (5-Acetylthiophene-2-carboxamide). As a reaction SMILES: [C:1]([C:4]1[S:8][C:7]([C:9]([OH:11])=O)=[CH:6][CH:5]=1)(=[O:3])[CH3:2].S(Cl)(Cl)=O.[NH3:16]>C1C=CC=CC=1.O1CCCC1>[C:1]([C:4]1[S:8][C:7]([C:9]([NH2:16])=[O:11])=[CH:6][CH:5]=1)(=[O:3])[CH3:2]. Procedure details: A mixture of 5-acetylthiophene-2-carboxylic acid (5.6 g) and thionyl chloride (5.25 ml) in benzene (70 ml) was refluxed for 3 h; a further portion of thionyl chloride (5.3 ml) was added and reflux continued for 1.5 h. The resulting solution was evaporated to leave a white solid which was dissolved in tetrahydrofuran (70 ml). Aqueous ammonia (s.g. 0.88; 6 ml) was added and the reaction mixture was stirred for 1 h. The white precipitate was washed with water, leaving the title amide (3.43 g) mp 23... Reactants: CC(=O)Nc1ccc(N)cn1, CC(N=C=S)C(C)(C)C, c1ccncc1. Yields the product CC(=O)Nc1ccc(NC(=S)NC(C)C(C)(C)C)cn1. As a reaction SMILES: [C:1]([CH3:2])(=[O:3])[NH:4][c:5]1[n:6][cH:7][c:8]([NH2:11])[cH:9][cH:10]1.[CH3:12][CH:13]([C:14]([CH3:15])([CH3:16])[CH3:17])[N:18]=[C:19]=[S:20].[cH:21]1[cH:22][cH:23][n:24][cH:25][cH:26]1>>[C:1]([CH3:2])(=[O:3])[NH:4][c:5]1[n:6][cH:7][c:8]([NH:11][C:19]([NH:18][CH:13]([CH3:12])[C:14]([CH3:15])([CH3:16])[CH3:17])=[S:20])[cH:9][cH:10]1. Starting materials: [Ag+2], CC(=O)OCC1OC(Br)C(NC(=O)OCc2ccccc2)C(OC(C)=O)C1OC(C)=O, O=C([O-])[O-], CC(C)=O, O. The product is CC(=O)OCC1OC(O)C(NC(=O)OCc2ccccc2)C(OC(C)=O)C1OC(C)=O. As a reaction SMILES: [Ag+2:41].[C:1]([CH3:2])(=[O:3])[O:4][CH:5]1[CH:6]([NH:21][C:22](=[O:23])[O:24][CH2:25][c:26]2[cH:27][cH:28][cH:29][cH:30][cH:31]2)[CH:7]([Br:20])[O:8][CH:9]([CH2:15][O:16][C:17]([CH3:18])=[O:19])[CH:10]1[O:11][C:12]([CH3:13])=[O:14].[C:37](=[O:38])([O-:39])[O-:40].[CH3:33][C:34](=[O:35])[CH3:36].[OH2:32]>>[C:1]([CH3:2])(=[O:3])[O:4][CH:5]1[CH:6]([NH:21][C:22](=[O:23])[O:24][CH2:25][c:26]2[cH:27][cH:28][cH:29][cH:30][cH:31]2)[CH:7]([OH:32])[O:8][CH:9]([CH2:15][O:16][C:17]([CH3:18])=[O:19])[CH:10]1[O:11][C:12]([CH3:13])=[O:14]. Yields the product CCC(NC(=O)OCC1c2ccccc2-c2ccccc21)C(O)C(=O)O. As a reaction SMILES: [C:10](=[O:11])([O-:12])[OH:13].[Cl:15][C:16](=[O:17])[O:18][CH2:19][CH:20]1[c:21]2[cH:22][cH:23][cH:24][cH:25][c:26]2-[c:27]2[cH:28][cH:29][cH:30][cH:31][c:32]21.[NH2:1][CH:2]([CH:3]([C:4](=[O:5])[OH:6])[OH:7])[CH2:8][CH3:9].[Na+:14].[O:34]1[CH2:35][CH2:36][O:37][CH2:38][CH2:39]1.[OH2:33]>>[NH:1]([CH:2]([CH:3]([C:4](=[O:5])[OH:6])[OH:7])[CH2:8][CH3:9])[C:16](=[O:17])[O:18][CH2:19][CH:20]1[c:21]2[cH:22][cH:23][cH:24][cH:25][c:26]2-[c:27]2[cH:28][cH:29][cH:30][cH:31][c:32]21. Reactants: O=C([O-])O, O=C(Cl)OCC1c2ccccc2-c2ccccc21, CCC(N)C(O)C(=O)O, [Na+], C1COCCO1, O.